From a dataset of the Open Reaction Database (ORD), a public repository of structured organic reaction records. describe an organic reaction: reactants, conditions, products, and yield Reactants: O=C([O-])[O-], COc1ccc(CN2C(=O)c3cccc(O)c3C2=O)c(OC)c1, CCOC(C)=O, ClCCCN1CCOCC1, [K+], [K+], CN(C)C=O. Yields the product COc1ccc(CN2C(=O)c3cccc(OCCCN4CCOCC4)c3C2=O)c(OC)c1. As a reaction SMILES: [C:34](=[O:35])([O-:36])[O-:37].[CH3:1][O:2][c:3]1[c:4]([CH2:5][N:6]2[C:7](=[O:17])[c:8]3[cH:9][cH:10][cH:11][c:12]([OH:16])[c:13]3[C:14]2=[O:15])[cH:18][cH:19][c:20]([O:22][CH3:23])[cH:21]1.[CH3:45][CH2:46][O:47][C:48](=[O:49])[CH3:50].[Cl:24][CH2:25][CH2:26][CH2:27][N:28]1[CH2:29][CH2:30][O:31][CH2:32][CH2:33]1.[K+:38].[K+:39].[O:40]=[CH:41][N:42]([CH3:43])[CH3:44]>>[CH3:1][O:2][c:3]1[c:4]([CH2:5][N:6]2[C:7](=[O:17])[c:8]3[cH:9][cH:10][cH:11][c:12]([O:16][CH2:25][CH2:26][CH2:27][N:28]4[CH2:29][CH2:30][O:31][CH2:32][CH2:33]4)[c:13]3[C:14]2=[O:15])[cH:18][cH:19][c:20]([O:22][CH3:23])[cH:21]1. Starting materials: COCCCO, CN(C)c1ccncc1, Cc1ccc(S(=O)(=O)Cl)cc1, c1ccncc1. The product is COCCCOS(=O)(=O)c1ccc(C)cc1. As a reaction SMILES: [CH3:1][O:2][CH2:3][CH2:4][CH2:5][OH:6].[CH3:24][N:25]([CH3:26])[c:27]1[cH:28][cH:29][n:30][cH:31][cH:32]1.[c:7]1([CH3:17])[cH:8][cH:9][c:10]([S:13](=[O:14])(=[O:15])[Cl:16])[cH:11][cH:12]1.[cH:18]1[cH:19][cH:20][n:21][cH:22][cH:23]1>>[CH3:1][O:2][CH2:3][CH2:4][CH2:5][O:6][S:13]([c:10]1[cH:9][cH:8][c:7]([CH3:17])[cH:12][cH:11]1)(=[O:14])=[O:15]. As a reaction SMILES: [CH3:4][C:5]([O:6][C:7](=[O:8])[CH3:9])=[O:10].[CH:1](=[O:2])[OH:3].[Cl:44][CH2:45][Cl:46].[OH:11][NH:12][CH:13]([CH2:14][CH2:15][c:16]1[n:17][cH:18][cH:19][cH:20][n:21]1)[CH2:22][S:23](=[O:24])(=[O:25])[N:26]1[CH2:27][CH2:28][N:29]([c:32]2[n:33][cH:34][c:35]([O:38][CH2:39][C:40]([F:41])([F:42])[F:43])[cH:36][cH:37]2)[CH2:30][CH2:31]1>>[CH:1](=[O:2])[N:12]([OH:11])[CH:13]([CH2:14][CH2:15][c:16]1[n:17][cH:18][cH:19][cH:20][n:21]1)[CH2:22][S:23](=[O:24])(=[O:25])[N:26]1[CH2:27][CH2:28][N:29]([c:32]2[n:33][cH:34][c:35]([O:38][CH2:39][C:40]([F:41])([F:42])[F:43])[cH:36][cH:37]2)[CH2:30][CH2:31]1. Product: O=CN(O)C(CCc1ncccn1)CS(=O)(=O)N1CCN(c2ccc(OCC(F)(F)F)cn2)CC1. Starting materials: CC(=O)OC(C)=O, O=CO, ClCCl, O=S(=O)(CC(CCc1ncccn1)NO)N1CCN(c2ccc(OCC(F)(F)F)cn2)CC1. The reactants are CC1=NC=C(C(=N1)N)CN (2-methyl-4-amino-5-aminomethylpyrimidine), C(=O)=O (carbon dioxide), C(C)(C)O (isopropanol). Reaction conditions: temperature 10 celsius. Product: C(O)(O)=O.CC1=NC=C(C(=N1)N)CN (2-methyl-4-amino-5-aminomethylpyrimidine carbonate). The yield is 90.3%. Reaction SMILES: [CH3:1][C:2]1[N:7]=[C:6]([NH2:8])[C:5]([CH2:9][NH2:10])=[CH:4][N:3]=1.[C:11](=[O:13])=[O:12].C([OH:17])(C)C>>[C:11](=[O:17])([OH:13])[OH:12].[CH3:1][C:2]1[N:7]=[C:6]([NH2:8])[C:5]([CH2:9][NH2:10])=[CH:4][N:3]=1 |f:3.4|. Procedure details: Into the same four-necked flask as used in Example 1 was charged a solution of 30.0 g (purity: 96.2%, 0.209 mole) of crude 2-methyl-4-amino-5-aminomethylpyrimidine dissolved in 300 g of isopropanol, followed by maintaining the temperature of the solution at 10° C. Subsequently, 44 g (1 mole) of carbon dioxide was blown into the solution over about 2 hours and the reaction was carried out to precipitate a white crystal of 2-methyl-4-amino-5-aminomethylpyrimidine carbonate with extreme easiness. T... Product: CN(C)Cc1c(Cl)nc(-c2ccccc2)c2ccccc12. Reactants: CNC, Cc1ccccc1, OCc1c(Cl)nc(-c2ccccc2)c2ccccc12, Cl, BrP(Br)Br. As a reaction SMILES: [CH3:24][NH:25][CH3:26].[CH3:28][c:29]1[cH:30][cH:31][cH:32][cH:33][cH:34]1.[Cl:1][c:2]1[n:3][c:4](-[c:14]2[cH:15][cH:16][cH:17][cH:18][cH:19]2)[c:5]2[cH:6][cH:7][cH:8][cH:9][c:10]2[c:11]1[CH2:12][OH:13].[ClH:27].[P:20]([Br:21])([Br:22])[Br:23]>>[Cl:1][c:2]1[n:3][c:4](-[c:14]2[cH:15][cH:16][cH:17][cH:18][cH:19]2)[c:5]2[cH:6][cH:7][cH:8][cH:9][c:10]2[c:11]1[CH2:12][N:25]([CH3:24])[CH3:26]. Starting materials: CCC(C)=O, CN(C)CCN, C1COCCO1, O=C1CCC(=O)O1. The product is CN(C)CCNC(=O)CCC(=O)O. RXN SMILES: [CH2:20]([C:21]([CH3:22])=[O:23])[CH3:24].[CH3:8][N:9]([CH2:10][CH2:11][NH2:12])[CH3:13].[O:14]1[CH2:15][CH2:16][O:17][CH2:18][CH2:19]1.[O:1]=[C:2]1[CH2:3][CH2:4][C:5](=[O:6])[O:7]1>>[O:1]=[C:2]([CH2:3][CH2:4][C:5](=[O:6])[NH:12][CH2:11][CH2:10][N:9]([CH3:8])[CH3:13])[OH:7]. Reactants: C1CCC2=NCCCN2CC1, Nc1cccnc1, COC(=O)c1nc(Br)cnc1N, O. Product: Nc1ncc(Br)nc1C(=O)Nc1cccnc1. Reaction SMILES: [N:20]12[CH2:21][CH2:22][CH2:23][N:24]=[C:25]1[CH2:26][CH2:27][CH2:28][CH2:29][CH2:30]2.[NH2:1][c:2]1[cH:3][n:4][cH:5][cH:6][cH:7]1.[NH2:8][c:9]1[c:10]([C:16](=[O:17])[O:18][CH3:19])[n:11][c:12]([Br:15])[cH:13][n:14]1.[OH2:31]>>[NH:1]([c:2]1[cH:3][n:4][cH:5][cH:6][cH:7]1)[C:16]([c:10]1[c:9]([NH2:8])[n:14][cH:13][c:12]([Br:15])[n:11]1)=[O:17].